From a dataset of the Open Reaction Database (ORD), a public repository of structured organic reaction records. describe an organic reaction: reactants, conditions, products, and yield Reactants: CC(C)(C)OC(=O)N1CCC(N)CC1, CCN(C(C)C)C(C)C, CC#N, Fc1cnc(Cl)nc1Cl. The product is CC(C)(C)OC(=O)N1CCC(Nc2nc(Cl)ncc2F)CC1. As a reaction SMILES: [C:10]([CH3:11])([CH3:12])([CH3:13])[O:14][C:15](=[O:16])[N:17]1[CH2:18][CH2:19][CH:20]([NH2:23])[CH2:21][CH2:22]1.[CH2:24]([N:25]([CH:26]([CH3:27])[CH3:28])[CH:29]([CH3:30])[CH3:31])[CH3:32].[CH3:33][C:34]#[N:35].[Cl:1][c:2]1[n:3][cH:4][c:5]([F:9])[c:6]([Cl:8])[n:7]1>>[Cl:1][c:2]1[n:3][cH:4][c:5]([F:9])[c:6]([NH:23][CH:20]2[CH2:19][CH2:18][N:17]([C:15]([O:14][C:10]([CH3:11])([CH3:12])[CH3:13])=[O:16])[CH2:22][CH2:21]2)[n:7]1. Starting materials: BrC=1C=C2C(=NC1)N(C=C2)COCC[Si](C)(C)C (5-Bromo-1-(2-trimethylsilanylethoxymethyl)-1H-pyrrolo[2,3-b]pyridine), N1CCOCC1 (morpholine), CC1(C2=C(C(=CC=C2)P(C3=CC=CC=C3)C4=CC=CC=C4)OC5=C(C=CC=C51)P(C6=CC=CC=C6)C7=CC=CC=C7)C (Xantphos), C(C)(C)(C)O[Na] (t-BuONa). Reaction SMILES: Br[C:2]1[CH:3]=[C:4]2[CH:10]=[CH:9][N:8]([CH2:11][O:12][CH2:13][CH2:14][Si:15]([CH3:18])([CH3:17])[CH3:16])[C:5]2=[N:6][CH:7]=1.[NH:19]1[CH2:24][CH2:23][O:22][CH2:21][CH2:20]1.CC1(C)C2C(=C(P(C3C=CC=CC=3)C3C=CC=CC=3)C=CC=2)OC2C(P(C3C=CC=CC=3)C3C=CC=CC=3)=CC=CC1=2.C(O[Na])(C)(C)C>C1(C)C=CC=CC=1.[Cl-].[Na+].O.C1C=CC(/C=C/C(/C=C/C2C=CC=CC=2)=O)=CC=1.C1C=CC(/C=C/C(/C=C/C2C=CC=CC=2)=O)=CC=1.C1C=CC(/C=C/C(/C=C/C2C=CC=CC=2)=O)=CC=1.[Pd].[Pd]>[N:19]1([C:2]2[CH:3]=[C:4]3[CH:10]=[CH:9][N:8]([CH2:11][O:12][CH2:13][CH2:14][Si:15]([CH3:18])([CH3:17])[CH3:16])[C:5]3=[N:6][CH:7]=2)[CH2:24][CH2:23][O:22][CH2:21][CH2:20]1 |f:5.6.7,8.9.10.11.12|. Reaction conditions: temperature 100 celsius. Yields the product N1(CCOCC1)C=1C=C2C(=NC1)N(C=C2)COCC[Si](C)(C)C (5-Morpholin-4-yl-1-(2-trimethylsilanylethoxymethyl)-1H-pyrrolo[2,3-b]pyridine). The reagents and catalysts are C=1C=CC(=CC1)/C=C/C(=O)/C=C/C2=CC=CC=C2.C=1C=CC(=CC1)/C=C/C(=O)/C=C/C2=CC=CC=C2.C=1C=CC(=CC1)/C=C/C(=O)/C=C/C2=CC=CC=C2.[Pd].[Pd] (Pd2(dba)3). Reported procedure: A mixture of 51 (1.48 g, 4.52 mmol), morpholine (0.473 mL, 5.43 mmol), Pd2(dba)3 (0.083 g, 0.090 mmol), Xantphos (0.157 g, 0.271 mmol) and t-BuONa (0.652 g, 6.78 mmol) in toluene (15 mL) was heated at 100° C. for 2.5 hours. The mixture was cooled and poured into brine and extracted with AcOEt. The organic layer was washed with brine, dried (MgSO4), and concentrated. The residue was purified by means of SGC with hexane: AcOEt as eluent to afford 52 (0.81 g, 54%) as a tan syrup. 1H NMR (400 MHz, C... The solvent is C1(=CC=CC=C1)C (toluene), [Cl-].[Na+].O (brine). The yield is 53.7%. Reactants: FC=1C=C(C=C(C1)[N+](=O)[O-])B1OC(C(O1)(C)C)(C)C.FC1=CC(=CC(=C1)[N+](=O)[O-])I (1-fluoro-3-iodo-5-nitrobenzene 2-(3-Fluoro-5-nitro-phenyl)-4,4,5,5-tetramethyl-[1,3,2]dioxaborolane). Reagents/catalysts: [Pd] (palladium on carbon). Run in C(C)O (ethanol). The product is FC=1C=C(C=C(C1)B1OC(C(O1)(C)C)(C)C)N (3-Fluoro-5-(4,4,5,5-tetramethyl-[1,3,2]dioxaborolan-2-yl)-phenylamine). Reaction SMILES: [F:1][C:2]1[CH:3]=[C:4]([B:11]2[O:15][C:14]([CH3:17])([CH3:16])[C:13]([CH3:19])([CH3:18])[O:12]2)[CH:5]=[C:6]([N+:8]([O-])=O)[CH:7]=1.FC1C=C([N+]([O-])=O)C=C(I)C=1>[Pd].C(O)C>[F:1][C:2]1[CH:7]=[C:6]([NH2:8])[CH:5]=[C:4]([B:11]2[O:15][C:14]([CH3:16])([CH3:17])[C:13]([CH3:19])([CH3:18])[O:12]2)[CH:3]=1 |f:0.1|. Procedure: Combine 1-fluoro-3-iodo-5-nitrobenzene 2-(3-Fluoro-5-nitro-phenyl)-4,4,5,5-tetramethyl-[1,3,2]dioxaborolane (940 mg, 3.5 mmol), 5% palladium on carbon (˜60% H2O, 200 mg), and anhydrous ethanol (25 mL). Purge and fill the reaction vessel with hydrogen three times. Stir the reaction mixture under 1 atm of hydrogen. When the reaction is complete by LCMS, filter the reaction mixture through celite to remove the catalyst and wash the filter cake with ethanol. Strip to dryness and purify the crude pro... The reactants are F[B-](F)(F)F, CCN(C(C)C)C(C)C, CN(C)C=O, O=C(O)C1CCC1, O=C(O)C(F)(F)F, N#Cc1cc(F)ccc1OC1CCN(CCC2CCC(N)CC2)CC1, CN(C)C(On1nnc2ccccc21)=[N+](C)C. Product: N#Cc1cc(F)ccc1OC1CCN(CCC2CCC(NC(=O)C3CCC3)CC2)CC1. As a reaction SMILES: [B-:40]([F:41])([F:42])([F:43])[F:44].[CH2:62]([N:63]([CH:64]([CH3:65])[CH3:66])[CH:67]([CH3:68])[CH3:69])[CH3:70].[CH3:71][N:72]([CH3:73])[CH:74]=[O:75].[CH:33]1([C:37](=[O:38])[OH:39])[CH2:34][CH2:35][CH2:36]1.[F:26][C:27]([F:28])([F:29])[C:30]([OH:31])=[O:32].[NH2:1][CH:2]1[CH2:3][CH2:4][CH:5]([CH2:8][CH2:9][N:10]2[CH2:11][CH2:12][CH:13]([O:16][c:17]3[c:18]([C:19]#[N:20])[cH:21][c:22]([F:25])[cH:23][cH:24]3)[CH2:14][CH2:15]2)[CH2:6][CH2:7]1.[n:45]1([O:46][C:47]([N:48]([CH3:49])[CH3:50])=[N+:51]([CH3:52])[CH3:53])[c:54]2[cH:55][cH:56][cH:57][cH:58][c:59]2[n:60][n:61]1>>[NH:1]([CH:2]1[CH2:3][CH2:4][CH:5]([CH2:8][CH2:9][N:10]2[CH2:11][CH2:12][CH:13]([O:16][c:17]3[c:18]([C:19]#[N:20])[cH:21][c:22]([F:25])[cH:23][cH:24]3)[CH2:14][CH2:15]2)[CH2:6][CH2:7]1)[C:37]([CH:33]1[CH2:34][CH2:35][CH2:36]1)=[O:38]. RXN SMILES: C1N=CN([C:6](N2C=NC=C2)=[O:7])C=1.[F:13][C:14]1[C:19]2[CH:20]=[CH:21][O:22][C:18]=2[C:17]([NH2:23])=[C:16]([NH:24][C:25]2[CH:30]=[CH:29][C:28]([I:31])=[CH:27][C:26]=2[F:32])[C:15]=1[F:33].C(OCC)(=O)C>C(Cl)Cl.CCCCCC>[F:33][C:15]1[C:16]2[N:24]([C:25]3[CH:30]=[CH:29][C:28]([I:31])=[CH:27][C:26]=3[F:32])[C:6](=[O:7])[NH:23][C:17]=2[C:18]2[O:22][CH:21]=[CH:20][C:19]=2[C:14]=1[F:13]. Yields the product FC1=C(C=2C=COC2C2=C1N(C(N2)=O)C2=C(C=C(C=C2)I)F)F (4,5-Difluoro-3-(2-fluoro-4-iodophenyl)-1H-benzofuro[6,7-d]imidazol-2(3H)-one). Solvent: CCCCCC (hexane), C(Cl)Cl (DCM). The reactants are C1=CN(C=N1)C(=O)N2C=CN=C2 (CDI), FC1=C(C(=C(C2=C1C=CO2)N)NC2=C(C=C(C=C2)I)F)F (4,5-difluoro-N6-(2-fluoro-4-iodo-phenyl)-benzofuran-6,7-diamine), C(C)(=O)OCC (ethyl acetate). Yield: 70.5%. Conditions: temperature 30 celsius, time 14 hour. Procedure details: CDI (0.144 g, 0.891 mmol) was added to a solution of 4,5-difluoro-N6-(2-fluoro-4-iodo-phenyl)-benzofuran-6,7-diamine (I-31a: 0.240 g, 0.5940 mmol) in dry DCM (5 mL). The reaction mass was stirred 12-16 hours at 20-40° C. The reaction was monitored by TLC (30% ethyl acetate in hexane). The reaction mass was concentrated under reduced pressure and the concentrate was extracted with ethyl acetate. The organic layer was washed with water, brine solution, dried over sodium sulphate and concentrated u...